This data is from the Open Reaction Database (ORD), a public repository of structured organic reaction records. The task is: describe an organic reaction: reactants, conditions, products, and yield The reactants are COC1=CC=C(C=C1)C(CCC(C)=O)=O (1-(4-methoxyphenyl)-1,4-pentanedione), BrC1=CC=C(C=C1)CCN (2-(4-bromophenyl)ethylamine), O.C1(=CC=C(C=C1)S(=O)(=O)O)C (p-toluenesulfonic acid monohydrate). The solvent is C1(=CC=CC=C1)C (toluene). Product: BrC1=CC=C(C=C1)CCN1C(=CC=C1C)C1=CC=C(C=C1)OC (1-[2-(4-Bromophenyl)ethyl]-2-(4-methoxyphenyl)-5-methyl-1H-pyrrole). Isolated yield 68.0%. Reaction SMILES: [CH3:1][O:2][C:3]1[CH:8]=[CH:7][C:6]([C:9](=O)[CH2:10][CH2:11][C:12](=O)[CH3:13])=[CH:5][CH:4]=1.[Br:16][C:17]1[CH:22]=[CH:21][C:20]([CH2:23][CH2:24][NH2:25])=[CH:19][CH:18]=1.O.C1(C)C=CC(S(O)(=O)=O)=CC=1>C1(C)C=CC=CC=1>[Br:16][C:17]1[CH:22]=[CH:21][C:20]([CH2:23][CH2:24][N:25]2[C:12]([CH3:13])=[CH:11][CH:10]=[C:9]2[C:6]2[CH:7]=[CH:8][C:3]([O:2][CH3:1])=[CH:4][CH:5]=2)=[CH:19][CH:18]=1 |f:2.3|. Procedure details: A solution of 1-(4-methoxyphenyl)-1,4-pentanedione (3.20 g, 15.5 mol), 2-(4-bromophenyl)ethylamine (3.74 g, 18.7 mmol) and p-toluenesulfonic acid monohydrate (150 mg, 0.871 mmol) in toluene (100 ml) was refluxed for 20 hours with heating. The insoluble matter was filtered out and the filtrate was concentrated under reduced pressure. The residue was purified by silica gel column chromatography (hexane:ethyl acetate=8:1) to give the object compound as an oily substance. 3.93 g (yield: 68.0%) Reactants: C#CCCCc1c2c(nn1CCC)c(N(C(=O)OC(C)(C)C)C(=O)OC(C)(C)C)nc1ccccc12, CCO, Cl, [K+], [OH-]. Yields the product C#CCCCc1c2c(nn1CCC)c(N)nc1ccccc12. RXN SMILES: [CH2:1]([CH2:2][CH2:3][C:4]#[CH:5])[c:6]1[n:7]([CH2:34][CH2:35][CH3:36])[n:8][c:9]2[c:10]([N:19]([C:20]([O:21][C:22]([CH3:23])([CH3:24])[CH3:25])=[O:26])[C:27]([O:28][C:29]([CH3:30])([CH3:31])[CH3:32])=[O:33])[n:11][c:12]3[cH:13][cH:14][cH:15][cH:16][c:17]3[c:18]12.[CH3:40][CH2:41][OH:42].[ClH:39].[K+:38].[OH-:37]>>[CH2:1]([CH2:2][CH2:3][C:4]#[CH:5])[c:6]1[n:7]([CH2:34][CH2:35][CH3:36])[n:8][c:9]2[c:10]([NH2:19])[n:11][c:12]3[cH:13][cH:14][cH:15][cH:16][c:17]3[c:18]12.